Dataset: the Open Reaction Database (ORD), a public repository of structured organic reaction records. Task: describe an organic reaction: reactants, conditions, products, and yield Reactants: [Cl-].[Al+3].[Cl-].[Cl-] (aluminum chloride), COC1CC[C@H](N1C(=O)OC)C(=O)OC (dimethyl (2S)-5-methoxypyrrolidine-1,2-dicarboxylate), C[Si](C)(C)C#CC (trimethylsilylpropyne), [Sn](Cl)(Cl)(Cl)Cl (tin (IV) chloride). Solvent: C(Cl)Cl (methylene chloride). Run at time 48 hour. The product is C(=CC)[C@H]1CC[C@H](N1C(=O)OC)C(=O)OC (dimethyl (2S,5R)-5-propenyl-pyrrolidine-1,2-dicarboxylate). As a reaction SMILES: CO[CH:3]1[N:7]([C:8]([O:10][CH3:11])=[O:9])[C@H:6]([C:12]([O:14][CH3:15])=[O:13])[CH2:5][CH2:4]1.C[Si]([C:20]#[C:21][CH3:22])(C)C.[Sn](Cl)(Cl)(Cl)Cl.[Cl-].[Al+3].[Cl-].[Cl-]>C(Cl)Cl>[CH:20]([C@@H:3]1[N:7]([C:8]([O:10][CH3:11])=[O:9])[C@H:6]([C:12]([O:14][CH3:15])=[O:13])[CH2:5][CH2:4]1)=[CH:21][CH3:22] |f:3.4.5.6|. Procedure details: To a cold −45° C. solution of dimethyl (2S)-5-methoxypyrrolidine-1,2-dicarboxylate (10 g, 46.08 mmol, Example 1B) and trimethylsilylpropyne (14.24 ml, 92.16 mmol, 2.0 equiv) in methylene chloride (180 mL) was added a solution of tin (IV) chloride (1 Min methylene chloride, 60.0 mL, 60.0 mmol, 1.3 equiv) dropwise via an addition funnel over 30 minutes. To the dark yellow solution was added solid aluminum chloride (8.58 g, 64.52 mmol, 1.4 equiv) in one portion. The resulting mixture was allowed to... The reactants are C(C)S(=O)(=O)C=1C=C(C=CC1)C1=C(C(=C(C(=C1)C(F)(F)F)C)N)C=1C(=NC=C(C1)C)F (3′-(ethylsulfonyl)-2-(2-fluoro-5-methylpyridin-3-yl)-4-methyl-5-(trifluoromethyl)biphenyl-3-amine), CC(=O)O (HOAc). Yields the product C(C)(=O)O.C(C)S(=O)(=O)C=1C=C(C=CC1)C1=C2C3=C(NC2=C(C(=C1)C(F)(F)F)C)N=CC(=C3)C (5-(3-(ethylsulfonyl)phenyl)-3,8-dimethyl-7-(trifluoromethyl)-9H-pyrido[2,3-b]indole acetate). Yield: 70.0%. As a reaction SMILES: [CH2:1]([S:3]([C:6]1[CH:7]=[C:8]([C:12]2[CH:17]=[C:16]([C:18]([F:21])([F:20])[F:19])[C:15]([CH3:22])=[C:14]([NH2:23])[C:13]=2[C:24]2[C:25](F)=[N:26][CH:27]=[C:28]([CH3:30])[CH:29]=2)[CH:9]=[CH:10][CH:11]=1)(=[O:5])=[O:4])[CH3:2].[CH3:32][C:33]([OH:35])=[O:34]>>[C:33]([OH:35])(=[O:34])[CH3:32].[CH2:1]([S:3]([C:6]1[CH:7]=[C:8]([C:12]2[CH:17]=[C:16]([C:18]([F:21])([F:20])[F:19])[C:15]([CH3:22])=[C:14]3[C:13]=2[C:24]2[CH:29]=[C:28]([CH3:30])[CH:27]=[N:26][C:25]=2[NH:23]3)[CH:9]=[CH:10][CH:11]=1)(=[O:5])=[O:4])[CH3:2] |f:2.3|. Reported procedure: 3′-(ethylsulfonyl)-2-(2-fluoro-5-methylpyridin-3-yl)-4-methyl-5-(trifluoromethyl)biphenyl-3-amine (4.9 g, 10.8 mmol) was dissolved in HOAc (35 mL) and heated at reflux for 3 h. The reaction mixture was cooled to room temperature affording a crystalline product. The resulting suspension was filtered, rinsed with HOAc (3×5 mL) followed by H2O (3×10 mL) and the solids dried in vacuo to give 3.73 g (70%) of the title compound as a white solid. NMR analysis confirmed that the product was isolated as ...